Dataset: the Open Reaction Database (ORD), a public repository of structured organic reaction records. Task: describe an organic reaction: reactants, conditions, products, and yield The reactants are C(C)OC(=O)CNC1=C(C=C(C(=C1)OC)OC)[C@H]1CC=2C=CC(=CC2CC1)OC(C(C)(C)C)=O (pivalic acid (R)-6-[2-(ethoxycarbonylmethylamino)-4,5-dimethoxyphenyl]-5,6,7,8-tetrahydronaphthalen-2-yl ester), C(C)(C)(C)OC(=O)N1CCC(CC1)C1=CC=C(C=C1)C(=O)O (4-(4-carboxyphenyl)piperidine-1-carboxylic acid tert-butyl ester). Product: OCCN(C1=C(C=C(C(=C1)OC)OC)[C@H]1CC=2C=CC(=CC2CC1)O)CC1=CC=C(C=C1)C1CCN(CC1)C ((R)-6-{2-{(2-Hydroxyethyl)[4-(1-methylpiperidin-4-yl)benzyl]amino}-4,5-dimethoxyphenyl}-5,6,7,8-tetrahydronaphthalen-2-ol). Yield: 56.7%. RXN SMILES: C([O:3][C:4]([CH2:6][NH:7][C:8]1[CH:13]=[C:12]([O:14][CH3:15])[C:11]([O:16][CH3:17])=[CH:10][C:9]=1[C@@H:18]1[CH2:27][CH2:26][C:25]2[CH:24]=[C:23]([O:28]C(=O)C(C)(C)C)[CH:22]=[CH:21][C:20]=2[CH2:19]1)=O)C.C(O[C:40]([N:42]1[CH2:47][CH2:46][CH:45]([C:48]2[CH:53]=[CH:52][C:51]([C:54](O)=O)=[CH:50][CH:49]=2)[CH2:44][CH2:43]1)=O)(C)(C)C>>[OH:3][CH2:4][CH2:6][N:7]([CH2:54][C:51]1[CH:50]=[CH:49][C:48]([CH:45]2[CH2:44][CH2:43][N:42]([CH3:40])[CH2:47][CH2:46]2)=[CH:53][CH:52]=1)[C:8]1[CH:13]=[C:12]([O:14][CH3:15])[C:11]([O:16][CH3:17])=[CH:10][C:9]=1[C@@H:18]1[CH2:27][CH2:26][C:25]2[CH:24]=[C:23]([OH:28])[CH:22]=[CH:21][C:20]=2[CH2:19]1. Procedure: Synthesized from pivalic acid (R)-6-[2-(ethoxycarbonylmethylamino)-4,5-dimethoxyphenyl]-5,6,7,8-tetrahydronaphthalen-2-yl ester (39 mg) and 4-(4-carboxyphenyl)piperidine-1-carboxylic acid tert-butyl ester (38 mg) according to an analogous synthetic method to the above-mentioned Preparation Example 86 and Example 337, the title compound (25 mg) was obtained. Starting materials: O1CC(C1)=O (Oxetan-3-one), C(#N)[BH3-].[Na+] (sodium cyanoborohydride), [Cl-].[NH4+] (ammonium chloride), NC1CCC=2C=CC(=CC2C1CC1=CC=CC=C1)OCCNS(=O)(=O)CC1CC1 (N-(2-(7-Amino-8-benzyl-5,6,7,8-tetrahydronaphthalen-2-yloxy)ethyl)-1-cyclopropylmethanesulfonamide). The reagents and catalysts are [Cl-].[Zn+2].[Cl-] (zinc chloride). The solvent is CO (methanol). Run at temperature 40 celsius. The product is C(C1=CC=CC=C1)C1C(CCC=2C=CC(=CC12)OCCNS(=O)(=O)CC1CC1)NC1COC1 (N-(2-(8-Benzyl-7-(oxetan-3-ylamino)-5,6,7,8-tetrahydronaphthalen-2-yloxy)ethyl)-1-cyclopropylmethanesulfonamide). As a reaction SMILES: [NH2:1][CH:2]1[CH:11]([CH2:12][C:13]2[CH:18]=[CH:17][CH:16]=[CH:15][CH:14]=2)[C:10]2[CH:9]=[C:8]([O:19][CH2:20][CH2:21][NH:22][S:23]([CH2:26][CH:27]3[CH2:29][CH2:28]3)(=[O:25])=[O:24])[CH:7]=[CH:6][C:5]=2[CH2:4][CH2:3]1.[O:30]1[CH2:33][C:32](=O)[CH2:31]1.C([BH3-])#N.[Na+].[Cl-].[NH4+]>CO.[Cl-].[Zn+2].[Cl-]>[CH2:12]([CH:11]1[C:10]2[CH:9]=[C:8]([O:19][CH2:20][CH2:21][NH:22][S:23]([CH2:26][CH:27]3[CH2:29][CH2:28]3)(=[O:25])=[O:24])[CH:7]=[CH:6][C:5]=2[CH2:4][CH2:3][CH:2]1[NH:1][CH:32]1[CH2:33][O:30][CH2:31]1)[C:13]1[CH:18]=[CH:17][CH:16]=[CH:15][CH:14]=1 |f:2.3,4.5,7.8.9|. Procedure details: N-(2-(7-Amino-8-benzyl-5,6,7,8-tetrahydronaphthalen-2-yloxy)ethyl)-1-cyclopropylmethanesulfonamide (50 mg, 0.121 mmol) was dissolved in methanol. Oxetan-3-one (87 mg, 1.21 mmol), zinc chloride (66 mg, 0.482 mmol) and sodium cyanoborohydride (23 mg, 0.362 mmol) were added at 0° C. The reaction mixture was then heated to 40° C. for 5 h. Aqueous ammonium chloride solution was added and the aqueous layer was extracted with ethyl acetate. The combined organic extracts were washed with brine, dried (M... The product is COc1cccc(C2C(C(=O)O)C2(C)C)c1. Reaction SMILES: [CH2:1]([CH3:2])[O:3][C:4](=[O:5])[CH:6]1[C:7]([CH3:17])([CH3:18])[CH:8]1[c:9]1[cH:10][c:11]([O:15][CH3:16])[cH:12][cH:13][cH:14]1.[CH3:19][CH2:20][OH:21].[Na+:23].[OH-:22].[OH2:24]>>[O:3]=[C:4]([OH:5])[CH:6]1[C:7]([CH3:17])([CH3:18])[CH:8]1[c:9]1[cH:10][c:11]([O:15][CH3:16])[cH:12][cH:13][cH:14]1. Reactants: CCOC(=O)C1C(c2cccc(OC)c2)C1(C)C, CCO, [Na+], [OH-], O.